This data is from the Open Reaction Database (ORD), a public repository of structured organic reaction records. The task is: describe an organic reaction: reactants, conditions, products, and yield Reactants: CC(C)(C)c1ccc(S(=O)(=O)N2Cc3ccc(C(F)(F)F)nc3Nc3cccc(Cl)c32)cc1, ClCCl, O=C(O)C(F)(F)F, O=C1CCC(=O)N1Br. Yields the product CC(C)(C)c1ccc(S(=O)(=O)N2Cc3ccc(C(F)(F)F)nc3Nc3ccc(Br)c(Cl)c32)cc1. RXN SMILES: [C:1]([CH3:2])([CH3:3])([CH3:4])[c:5]1[cH:6][cH:7][c:8]([S:11](=[O:12])(=[O:13])[N:14]2[CH2:15][c:16]3[c:17]([n:26][c:27]([C:30]([F:31])([F:32])[F:33])[cH:28][cH:29]3)[NH:18][c:19]3[c:20]2[c:21]([Cl:25])[cH:22][cH:23][cH:24]3)[cH:9][cH:10]1.[Cl:49][CH2:50][Cl:51].[F:42][C:43]([F:44])([F:45])[C:46]([OH:47])=[O:48].[O:34]=[C:35]1[N:36]([Br:41])[C:37](=[O:38])[CH2:39][CH2:40]1>>[C:1]([CH3:2])([CH3:3])([CH3:4])[c:5]1[cH:6][cH:7][c:8]([S:11](=[O:12])(=[O:13])[N:14]2[CH2:15][c:16]3[c:17]([n:26][c:27]([C:30]([F:31])([F:32])[F:33])[cH:28][cH:29]3)[NH:18][c:19]3[c:20]2[c:21]([Cl:25])[c:22]([Br:41])[cH:23][cH:24]3)[cH:9][cH:10]1. Reactants: CN1CCN(CC1)C1=C(C=NC=C1)[N+](=O)[O-] (1-methyl-4-(3-nitro-4-pyridyl)piperazine). The reagents and catalysts are [Pd] (palladium on carbon). Solvent: CO (methanol). Product: CN1CCN(CC1)C1=C(C=NC=C1)N (4-(4-methylpiperazin-1-yl)pyridin-3-amine). The yield is 95.9%. Reaction SMILES: [CH3:1][N:2]1[CH2:7][CH2:6][N:5]([C:8]2[CH:13]=[CH:12][N:11]=[CH:10][C:9]=2[N+:14]([O-])=O)[CH2:4][CH2:3]1>CO.[Pd]>[CH3:1][N:2]1[CH2:3][CH2:4][N:5]([C:8]2[CH:13]=[CH:12][N:11]=[CH:10][C:9]=2[NH2:14])[CH2:6][CH2:7]1. Reported procedure: 1-methyl-4-(3-nitro-4-pyridyl)piperazine 14 (2.56 g, 11.52 mmol) in methanol (200 mL) was treated with palladium on carbon (10% wt % Degussa) (300 mg) and hydrogenated under balloon pressure at RT for 3 hours. The catalyst was filtered off and the filtrate was concentrated under reduced pressure to give 4-(4-methylpiperazin-1-yl)pyridin-3-amine 15 as a colourless solid (2.124 g, 11.05 mmol, 95.89%). MS (ES+) 193.1. Starting materials: aqueous solution, [OH-].[Na+] (sodium hydroxide), OC1=C(C=C(OC=2C(=CC(=C3CCCC23)NC(CC(=O)OCC)=O)C)C=C1)CC1CCOCC1 (ethyl N-{7-[4-hydroxy-3-(tetrahydropyran-4-ylmethyl)phenoxy]-6-methylindan-4-yl}malonamate). The solvent is CO (methanol). Product: OC1=C(C=C(OC=2C(=CC(=C3CCCC23)NC(CC(=O)O)=O)C)C=C1)CC1CCOCC1 (N-{7-[4-hydroxy-3-(tetrahydropyran-4-ylmethyl)phenoxy]-6-methylindan-4-yl}malonamic acid). The yield is 95.7%. As a reaction SMILES: [OH:1][C:2]1[CH:27]=[CH:26][C:5]([O:6][C:7]2[C:8]([CH3:25])=[CH:9][C:10]([NH:16][C:17](=[O:24])[CH2:18][C:19]([O:21]CC)=[O:20])=[C:11]3[C:15]=2[CH2:14][CH2:13][CH2:12]3)=[CH:4][C:3]=1[CH2:28][CH:29]1[CH2:34][CH2:33][O:32][CH2:31][CH2:30]1.[OH-].[Na+]>CO>[OH:1][C:2]1[CH:27]=[CH:26][C:5]([O:6][C:7]2[C:8]([CH3:25])=[CH:9][C:10]([NH:16][C:17](=[O:24])[CH2:18][C:19]([OH:21])=[O:20])=[C:11]3[C:15]=2[CH2:14][CH2:13][CH2:12]3)=[CH:4][C:3]=1[CH2:28][CH:29]1[CH2:34][CH2:33][O:32][CH2:31][CH2:30]1 |f:1.2|. Procedure: To ethyl N-{7-[4-hydroxy-3-(tetrahydropyran-4-ylmethyl)phenoxy]-6-methylindan-4-yl}malonamate (50 mg) were added methanol (10 mL) and a 1 mol/L aqueous solution of sodium hydroxide (8 mL), and the mixture was stirred under an argon atmosphere at 50° C. for 30 min. Adding water (20 mL), the reaction mixture was washed with diethyl ether (10 mL) twice. Adding 1 mol/L hydrochloric acid (20 mL) and brine (10 mL), the aqueous layer was extracted with ethyl acetate (10 mL) twice. The organic layer was...